Dataset: the Open Reaction Database (ORD), a public repository of structured organic reaction records. Task: describe an organic reaction: reactants, conditions, products, and yield Reactants: ClC(C#N)C (2-chloropropionitrile), [I-].[K+] (potassium iodide), C1(=CC=CC=C1)O (phenol), C([O-])([O-])=O.[K+].[K+] (potassium carbonate). Solvent: CC(=O)CC (ethyl methyl ketone), O (water), CC(=O)CC (ethyl methyl ketone). Conditions: time 20 minute. Product: O(C1=CC=CC=C1)C(C#N)C (2-phenoxypropionitrile). Reaction SMILES: [C:1]1([OH:7])[CH:6]=[CH:5][CH:4]=[CH:3][CH:2]=1.C(=O)([O-])[O-].[K+].[K+].Cl[CH:15]([CH3:18])[C:16]#[N:17].[I-].[K+]>CC(CC)=O.O>[O:7]([CH:15]([CH3:18])[C:16]#[N:17])[C:1]1[CH:6]=[CH:5][CH:4]=[CH:3][CH:2]=1 |f:1.2.3,5.6|. Procedure: A mixture of phenol (18.8 g.) and anhydrous potassium carbonate (25 g.) in dry ethyl methyl ketone (35 ml.) was stirred and heated to reflux, during the dropwise addition of a solution of 2-chloropropionitrile (19.7 g.) in dry ethyl methyl ketone (15 ml.) containing finely-powdered potassium iodide (0.5 g.). The addition took 20 minutes. Stirring and heating were continued for a total of 2 hours after which the mixture was cooled, poured into water (200 ml.) and extracted with ether (200, 75 and... Reactants: C1C(N2C3C(CCCC13)CC2=O)=O (hexahydropyrrolo [3,2,1-hi]-indole-2,4(1H, 5H)-dione), Cl (hydrochloric acid), C(C1=CC=CC=C1)O (benzyl alcohol). The solvent is C(C)OCC (diethyl ether). Reaction conditions: temperature 100 celsius. The product is O=C1NC2C(CCCC2C1)CC(=O)O (octahydro-2-oxo-1H-indole-7-acetic acid). Reaction SMILES: [CH2:1]1[CH:9]2[CH:4]3[CH:5]([CH2:10][C:11](=[O:12])[N:3]3[C:2]1=[O:13])[CH2:6][CH2:7][CH2:8]2.Cl.C([OH:22])C1C=CC=CC=1>C(OCC)C>[O:12]=[C:11]1[CH2:10][CH:5]2[CH:4]([CH:9]([CH2:1][C:2]([OH:13])=[O:22])[CH2:8][CH2:7][CH2:6]2)[NH:3]1. Reported procedure: A solution of 9.5 grams (0.053 mol) hexahydropyrrolo [3,2,1-hi]-indole-2,4(1H, 5H)-dione (5aα, 8aα, 8bα) in 50 ml of benzyl alcohol is treated with four drops of drops of concentrated hydrochloric acid. The solution is heated to 100° C. for 72 hours, cooled, and diluted with 250 ml of anhydrous diethyl ether. A white crystalline precipitate of octahydro-2-oxo-1H-indole-7-acetic acid (3aα, 7β, 7aα) is isolated by filtration with a melting point of 238°-240° C. The filtrate is cooled and octahydro...